Dataset: the Open Reaction Database (ORD), a public repository of structured organic reaction records. Task: describe an organic reaction: reactants, conditions, products, and yield RXN SMILES: C1(N[C:5](=[O:25])[C:6]2[CH:11]=[CH:10][C:9]([CH3:12])=[C:8]([N:13]3[CH:22]=[CH:21][C:20]4[C:15](=[CH:16][C:17]([OH:23])=[CH:18][CH:19]=4)[C:14]3=[O:24])[CH:7]=2)CC1.C(OCC)(=[O:28])C>Br>[OH:23][C:17]1[CH:16]=[C:15]2[C:20]([CH:21]=[CH:22][N:13]([C:8]3[CH:7]=[C:6]([CH:11]=[CH:10][C:9]=3[CH3:12])[C:5]([OH:28])=[O:25])[C:14]2=[O:24])=[CH:19][CH:18]=1. The solvent is Br (hydrobromic acid). The product is OC1=CC=C2C=CN(C(C2=C1)=O)C=1C=C(C(=O)O)C=CC1C (3-(7-hydroxy-1-oxoisoquinolin-2(1H)-yl)-4-methylbenzoic acid). Reactants: C1(CC1)NC(C1=CC(=C(C=C1)C)N1C(C2=CC(=CC=C2C=C1)O)=O)=O (N-Cyclopropyl-3-(7-hydroxy-1-oxoisoquinolin-2(1H)-yl)-4-methylbenzamide), C(C)(=O)OCC (ethyl acetate). Run at temperature 150 celsius. Procedure details: N-Cyclopropyl-3-(7-hydroxy-1-oxoisoquinolin-2(1H)-yl)-4-methylbenzamide (0.5 g) was stirred in 48% hydrobromic acid (7 mL) and heated under microwave irradiation conditions (Personal Chemistry Emrys Optimizer with 300 W magnetron) at 150° C. for 1 hour. The reaction mixture was diluted with ethyl acetate, washed water (×3), brine, dried (magnesium sulfate) and concentrated to a brown solid. The solid was triturated with diethyl ether to yield 3-(7-hydroxy-1-oxoisoquinolin-2(1H)-yl)-4-methylbenzo... The reactants are FC(OC1=CC=C(C=C1)B(O)O)(F)F (4-(trifluoromethoxy)phenylboronic acid), BrC=1C=C(C(=O)NC=2C=NC(=CC2)N2CC(OC(C2)C)C)C=CC1C (3-bromo-N-[6-(2,6-dimethyl-morpholin-4-yl)-pyridin-3-yl]-4-methyl-benzamide), C(=O)([O-])[O-].[Na+].[Na+] (Na2CO3), COCCOC (DME). The reagents and catalysts are C=1C=CC(=CC1)[P](C=2C=CC=CC2)(C=3C=CC=CC3)[Pd]([P](C=4C=CC=CC4)(C=5C=CC=CC5)C=6C=CC=CC6)([P](C=7C=CC=CC7)(C=8C=CC=CC8)C=9C=CC=CC9)[P](C=1C=CC=CC1)(C=1C=CC=CC1)C=1C=CC=CC1 (Pd(PPh3)4). Solvent: CCOC(=O)C (EtOAc), O (water). Conditions: temperature 130 celsius. Product: C[C@@H]1O[C@@H](CN(C1)C1=CC=C(C=N1)NC(=O)C=1C(=C(C=CC1)C1=CC=C(C=C1)OC(F)(F)F)C)C (N-(6-((2S,6R)-2,6-dimethylmorpholino)pyridin-3-yl)-2-methyl-4′-(trifluoromethoxy)biphenyl-3-carboxamide). The yield is 61.0%. RXN SMILES: [F:1][C:2]([F:14])([F:13])[O:3][C:4]1[CH:9]=[CH:8][C:7](B(O)O)=[CH:6][CH:5]=1.Br[C:16]1[CH:17]=[C:18]([CH:36]=[CH:37][C:38]=1[CH3:39])[C:19]([NH:21][C:22]1[CH:23]=[N:24][C:25]([N:28]2[CH2:33][CH:32]([CH3:34])[O:31][CH:30]([CH3:35])[CH2:29]2)=[CH:26][CH:27]=1)=[O:20].C([O-])([O-])=O.[Na+].[Na+].COCCOC>CCOC(C)=O.O.C1C=CC([P]([Pd]([P](C2C=CC=CC=2)(C2C=CC=CC=2)C2C=CC=CC=2)([P](C2C=CC=CC=2)(C2C=CC=CC=2)C2C=CC=CC=2)[P](C2C=CC=CC=2)(C2C=CC=CC=2)C2C=CC=CC=2)(C2C=CC=CC=2)C2C=CC=CC=2)=CC=1>[CH3:34][C@H:32]1[CH2:33][N:28]([C:25]2[N:24]=[CH:23][C:22]([NH:21][C:19]([C:18]3[C:17]([CH3:16])=[C:39]([C:7]4[CH:8]=[CH:9][C:4]([O:3][C:2]([F:14])([F:13])[F:1])=[CH:5][CH:6]=4)[CH:38]=[CH:37][CH:36]=3)=[O:20])=[CH:27][CH:26]=2)[CH2:29][C@@H:30]([CH3:35])[O:31]1 |f:2.3.4,^1:62,64,83,102|. Reported procedure: A mixture of 4-(trifluoromethoxy)phenylboronic acid (254 mg, 1.24 mmol), 3-bromo-N-[6-(2,6-dimethyl-morpholin-4-yl)-pyridin-3-yl]-4-methyl-benzamide 5 (250 mg, 0.62 mmol), Pd(PPh3)4 (36 mg, 0.03 mmol), Na2CO3 (2.0M aqueous solution, 1.23 mL, 2.4 mmol) and DME (4.5 mL) in a sealed tube was heated at 130° C. overnight. The reaction mixture was diluted with EtOAc and water. The aqueous layer was extracted with EtOAc. The combined organic layer was washed with brine and concentrated to give the crud... The reactants are C(C1=CC=CC=C1)(=O)C=C(C(=O)N1[C@H](C(=O)O)CCC1)C (1-(3-benzoyl-2-methylacryloyl)-L-proline), SCC(=O)O (mercaptoacetic acid). Product: C(C1=CC=CC=C1)(=O)CC(C(=O)N1[C@H](C(=O)O)CCC1)(C)SCC(=O)O (1-[3-Benzoyl-2-(carboxymethylthio)-2-methylpropionyl]-L-proline). As a reaction SMILES: [C:1]([CH:9]=[C:10]([CH3:21])[C:11]([N:13]1[CH2:20][CH2:19][CH2:18][C@H:14]1[C:15]([OH:17])=[O:16])=[O:12])(=[O:8])[C:2]1[CH:7]=[CH:6][CH:5]=[CH:4][CH:3]=1.[SH:22][CH2:23][C:24]([OH:26])=[O:25]>>[C:1]([CH2:9][C:10]([S:22][CH2:23][C:24]([OH:26])=[O:25])([CH3:21])[C:11]([N:13]1[CH2:20][CH2:19][CH2:18][C@H:14]1[C:15]([OH:17])=[O:16])=[O:12])(=[O:8])[C:2]1[CH:3]=[CH:4][CH:5]=[CH:6][CH:7]=1. Procedure: As for Example 76, 1-(3-benzoyl-2-methylacryloyl)-L-proline is reacted with mercaptoacetic acid to give the product of the example as a glass. Starting materials: C(=CCCCC)C1=CC=C(C=C1)O (4-(1-Hexenyl)phenol), Mg(OMe)2, C=O (paraformaldehyde). The solvent is C1(=CC=CC=C1)C (toluene), C1(=CC=CC=C1)C (toluene), C1(=CC=CC=C1)C (toluene). Conditions: time 8 hour. Product: C(=CCCCC)C=1C=CC(=C(C=O)C1)O (5-(1-hexenyl)-2-hydroxybenzaldehyde). Yield: 38.0%. As a reaction SMILES: [CH:1]([C:7]1[CH:12]=[CH:11][C:10]([OH:13])=[CH:9][CH:8]=1)=[CH:2][CH2:3][CH2:4][CH2:5][CH3:6].[CH2:14]=[O:15]>C1(C)C=CC=CC=1>[CH:1]([C:7]1[CH:12]=[CH:11][C:10]([OH:13])=[C:9]([CH:8]=1)[CH:14]=[O:15])=[CH:2][CH2:3][CH2:4][CH2:5][CH3:6]. Procedure: NMR (200 MHz, DMSO-d6) (mixture of cis and trans isomers): δ9.33 (s, 1H), 7.14 (m, 2H), 6.70 (m, 2H), 6.26 (m, 1H), 6.1-5.35 (multiplets, together 1H), 2.35-2.08 (m, 2H), 1.36 (m, 4H), 0.89 (m, 3H). 4-(1-Hexenyl)phenol in toluene (8 ml) was added to Mg(OMe)2 (7.3 ml, 8% wt/wt solution in methanol, 5.5 mMol) and the resultant red solution heated at reflux for 1 hour. The mixture was then distilled until the reaction temperature rose to 95° C. A suspension of paraformaldehyde (0.78 g, 26 mmol) in ... Starting materials: [N+](=O)([O-])C=1C=C(C2=CC=CC=C2C1)C(=O)O (3-nitronaphthalene-1-carboxylic acid), O=S(Cl)Cl (SOCl2), CCO (EtOH). The product is [N+](=O)([O-])C=1C=C(C2=CC=CC=C2C1)C(=O)OCC (ethyl 3-nitronaphthalene-1-carboxylate). Reaction SMILES: [N+:1]([C:4]1[CH:5]=[C:6]([C:14]([OH:16])=[O:15])[C:7]2[C:12]([CH:13]=1)=[CH:11][CH:10]=[CH:9][CH:8]=2)([O-:3])=[O:2].O=S(Cl)Cl.[CH3:21][CH2:22]O>>[N+:1]([C:4]1[CH:5]=[C:6]([C:14]([O:16][CH2:21][CH3:22])=[O:15])[C:7]2[C:12]([CH:13]=1)=[CH:11][CH:10]=[CH:9][CH:8]=2)([O-:3])=[O:2]. Procedure details: To a solution of 3-nitronaphthalene-1-carboxylic acid (4.34 g, 20 mmol) in EtOH (50 mL) was added SOCl2 (3.70 mL, 30 mmol) at 0° C. The mixture was heated at reflux for 2 h and then concentrated. The residue was recrystallized from EtOH to yield ethyl 3-nitronaphthalene-1-carboxylate (4.2 g). 1H NMR (300 MHz, DMSO-d6): δ 9.16 (s, 1H), 8.77 (d, J=8.7 Hz, 1H), 8.62 (s, 1H), 8.34 (d, J=8.1 Hz, 1H), 7.87 (t, J=7.2 Hz, 1H), 7.75 (t, J=7.2 Hz, 1H), 4.43 (q, J=7.2 Hz, 2H), 1.38 (t, J=7.2 Hz, 3H). The reactants are C1(=CC=CC=C1)N1N=NN=C1S (1-Phenyl-1H-tetrazole-5-thiol), BrCCCCCCCCCCCCO (12-bromododecan-1-ol), C([O-])([O-])=O.[K+].[K+] (potassium carbonate). Solvent: CC(=O)C (acetone). The product is C1(=CC=CC=C1)N1N=NN=C1SCCCCCCCCCCCCO (12-(1-phenyl-1H-tetrazol-5-ylsulfanyl)-dodecan-1-ol). The yield is 77.0%. Reaction SMILES: [C:1]1([N:7]2[C:11]([SH:12])=[N:10][N:9]=[N:8]2)[CH:6]=[CH:5][CH:4]=[CH:3][CH:2]=1.Br[CH2:14][CH2:15][CH2:16][CH2:17][CH2:18][CH2:19][CH2:20][CH2:21][CH2:22][CH2:23][CH2:24][CH2:25][OH:26].C(=O)([O-])[O-].[K+].[K+]>CC(C)=O>[C:1]1([N:7]2[C:11]([S:12][CH2:14][CH2:15][CH2:16][CH2:17][CH2:18][CH2:19][CH2:20][CH2:21][CH2:22][CH2:23][CH2:24][CH2:25][OH:26])=[N:10][N:9]=[N:8]2)[CH:2]=[CH:3][CH:4]=[CH:5][CH:6]=1 |f:2.3.4|. Procedure details: 1-Phenyl-1H-tetrazole-5-thiol, 12-bromododecan-1-ol and anhydrous potassium carbonate were mixed together in acetone for 18 hrs at room temperature to provide 12-(1-phenyl-1H-tetrazol-5-ylsulfanyl)-dodecan-1-ol in 77% yield following work up and recrystallisation. Ammonium molybdate (VI) tetrahydrate in 35% H2O2 were added to a stirred solution of the solid in THF IMS (500 ml) at 10° C. and stirred at room temperature for 20 hrs. Work-up and crystallisation gave a white solid (m.p.: 56-58° C.), ... Starting materials: C(C)(C)(C)OC(=O)N1CCC(=CC1)C1=CC(=CC=2C(=C(OC21)C#N)CC2=CC=CC=C2)C (4-(3-benzyl-2-cyano-5-methyl-benzofuran-7-yl)-3,6-dihydro-2H-pyridine-1-carboxylic acid tert-butyl ester). Reagents/catalysts: [Pd] (palladium on carbon). The solvent is C(C)O (ethanol). Conditions: time 40 hour. The product is C(C)(C)(C)OC(=O)N1CCC(CC1)C1=CC(=CC=2C(=C(OC21)C#N)CC2=CC=CC=C2)C (4-(3-benzyl-2-cyano-5-methyl-benzofuran-7-yl)-piperidine-1-carboxylic acid tert-butyl ester). As a reaction SMILES: [C:1]([O:5][C:6]([N:8]1[CH2:13][CH:12]=[C:11]([C:14]2[C:22]3[O:21][C:20]([C:23]#[N:24])=[C:19]([CH2:25][C:26]4[CH:31]=[CH:30][CH:29]=[CH:28][CH:27]=4)[C:18]=3[CH:17]=[C:16]([CH3:32])[CH:15]=2)[CH2:10][CH2:9]1)=[O:7])([CH3:4])([CH3:3])[CH3:2]>C(O)C.[Pd]>[C:1]([O:5][C:6]([N:8]1[CH2:9][CH2:10][CH:11]([C:14]2[C:22]3[O:21][C:20]([C:23]#[N:24])=[C:19]([CH2:25][C:26]4[CH:27]=[CH:28][CH:29]=[CH:30][CH:31]=4)[C:18]=3[CH:17]=[C:16]([CH3:32])[CH:15]=2)[CH2:12][CH2:13]1)=[O:7])([CH3:4])([CH3:3])[CH3:2]. Procedure details: The crude 4-(3-benzyl-2-cyano-5-methyl-benzofuran-7-yl)-3,6-dihydro-2H-pyridine-1-carboxylic acid tert-butyl ester from step 1 was dissolved in ethanol, and 10% palladium on carbon was added. The mixture was shaken under hydrogen (2.76 Bar) for 40 hours. After filtering off the catalyst, the mixture was concentrated under reduced pressure and purified using preparative thin layer chromatography (1/9 ethyl acetate/hexanes) to give 4-(3-benzyl-2-cyano-5-methyl-benzofuran-7-yl)-piperidine-1-carboxy...